From a dataset of the Open Reaction Database (ORD), a public repository of structured organic reaction records. describe an organic reaction: reactants, conditions, products, and yield Starting materials: COc1ccc(C2OC2c2ccc(OC)c(OCc3ccccc3)c2)cc1OCc1ccccc1, COC(CN)OC, CCO, ClCCl. Product: COc1ccc(C(O)C(NCC(OC)OC)c2ccc(OC)c(OCc3ccccc3)c2)cc1OCc1ccccc1. RXN SMILES: [CH2:1]([c:2]1[cH:3][cH:4][cH:5][cH:6][cH:7]1)[O:8][c:9]1[cH:10][c:11]([CH:17]2[CH:18]([c:19]3[cH:20][c:21]([O:27][CH2:28][c:29]4[cH:30][cH:31][cH:32][cH:33][cH:34]4)[c:22]([O:25][CH3:26])[cH:23][cH:24]3)[O:35]2)[cH:12][cH:13][c:14]1[O:15][CH3:16].[CH3:36][O:37][CH:38]([CH2:39][NH2:40])[O:41][CH3:42].[CH3:46][CH2:47][OH:48].[Cl:43][CH2:44][Cl:45]>>[CH2:1]([c:2]1[cH:3][cH:4][cH:5][cH:6][cH:7]1)[O:8][c:9]1[cH:10][c:11]([CH:17]([CH:18]([c:19]2[cH:20][c:21]([O:27][CH2:28][c:29]3[cH:30][cH:31][cH:32][cH:33][cH:34]3)[c:22]([O:25][CH3:26])[cH:23][cH:24]2)[OH:35])[NH:40][CH2:39][CH:38]([O:37][CH3:36])[O:41][CH3:42])[cH:12][cH:13][c:14]1[O:15][CH3:16]. Starting materials: COC1=C(N)C=CC(=C1)[N+](=O)[O-] (2-methoxy-4-nitroaniline), S1C=CC=C1 (thiophene), C(C)(C)(C)ON=O (t-butylnitrite). The reagents and catalysts are [Cu] (copper). Run at temperature 55 celsius. Product: COC1=C(C=CC(=C1)[N+](=O)[O-])C=1SC=CC1 (2-(2-methoxy-4-nitrophenyl)thiophene). Isolated yield 53.6%. RXN SMILES: [CH3:1][O:2][C:3]1[CH:9]=[C:8]([N+:10]([O-:12])=[O:11])[CH:7]=[CH:6][C:4]=1N.[S:13]1[CH:17]=[CH:16][CH:15]=[CH:14]1.C(ON=O)(C)(C)C>[Cu]>[CH3:1][O:2][C:3]1[CH:9]=[C:8]([N+:10]([O-:12])=[O:11])[CH:7]=[CH:6][C:4]=1[C:14]1[S:13][CH:17]=[CH:16][CH:15]=1. Reported procedure: A stirred mixture of 38.1 g (0.23 mole) of 2-methoxy-4-nitroaniline and 38.1 g (0.6 mole) of copper powder in 953.0 g (11.33 mole) of thiophene was heated at 55° C. During a 1.1 hour period 40.5 ml (0.34 mole) of t-butylnitrite was added to the warm reaction mixture. After complete addition the mixture was heated at 70° C. for approximately 18 hours then cooled to room temperature. The solvent was removed from the reaction mixture by distillation under reduced pressure to leave a residue. The re... The reactants are NC(=O)CBr, C1CCOC1, CC(C)(C)[O-], COc1cccc(C(O)c2cc(Cl)ccc2NS(=O)(=O)c2ccc(OC)c(OC)c2)c1, [K+]. The product is COc1cccc(C(O)c2cc(Cl)ccc2N(CC(N)=O)S(=O)(=O)c2ccc(OC)c(OC)c2)c1. RXN SMILES: [Br:38][CH2:39][C:40](=[O:41])[NH2:42].[CH2:43]1[O:44][CH2:45][CH2:46][CH2:47]1.[CH3:32][C:33]([CH3:34])([O-:35])[CH3:36].[Cl:1][c:2]1[cH:3][c:4]([CH:22]([OH:23])[c:24]2[cH:25][c:26]([O:30][CH3:31])[cH:27][cH:28][cH:29]2)[c:5]([NH:8][S:9](=[O:10])(=[O:11])[c:12]2[cH:13][c:14]([O:20][CH3:21])[c:15]([O:18][CH3:19])[cH:16][cH:17]2)[cH:6][cH:7]1.[K+:37]>>[Cl:1][c:2]1[cH:3][c:4]([CH:22]([OH:23])[c:24]2[cH:25][c:26]([O:30][CH3:31])[cH:27][cH:28][cH:29]2)[c:5]([N:8]([S:9](=[O:10])(=[O:11])[c:12]2[cH:13][c:14]([O:20][CH3:21])[c:15]([O:18][CH3:19])[cH:16][cH:17]2)[CH2:39][C:40](=[O:41])[NH2:42])[cH:6][cH:7]1. Starting materials: COC1=C(C(=O)Cl)C=CC(=C1)OC (2,4-dimethoxybenzoyl chloride), COP1OC2=C(C3=C1C=CC=C3)C=CC=C2 (6-methoxy-(6H)-dibenz[c,e][1,2]oxaphosphorin), CCl (methyl chloride). Solvent: C1(=CC=CC=C1)C (toluene). Conditions: temperature 110 celsius. The product is COC1=C(C(=O)P2(OC3=C(C4=C2C=CC=C4)C=CC=C3)=O)C=CC(=C1)OC (6-(2,4-Dimethoxybenzoyl)-(6H)-dibenz[c,e][1,2]oxaphosphorin 6-oxide). RXN SMILES: [CH3:1][O:2][C:3]1[CH:11]=[C:10]([O:12][CH3:13])[CH:9]=[CH:8][C:4]=1[C:5](Cl)=[O:6].C[O:15][P:16]1[C:21]2[CH:22]=[CH:23][CH:24]=[CH:25][C:20]=2[C:19]2[CH:26]=[CH:27][CH:28]=[CH:29][C:18]=2[O:17]1.CCl>C1(C)C=CC=CC=1>[CH3:1][O:2][C:3]1[CH:11]=[C:10]([O:12][CH3:13])[CH:9]=[CH:8][C:4]=1[C:5]([P:16]1(=[O:15])[C:21]2[CH:22]=[CH:23][CH:24]=[CH:25][C:20]=2[C:19]2[CH:26]=[CH:27][CH:28]=[CH:29][C:18]=2[O:17]1)=[O:6]. Procedure: 35.1 g (0.175 mol) of 2,4-dimethoxybenzoyl chloride were warmed to 70° C. under a nitrogen atmosphere. 40.3 g (0.175 mol) of 6-methoxy-(6H)-dibenz[c,e][1,2]oxaphosphorin were added dropwise in the course of two hours while stirring. The temperature was then slowly increased to 110° C. It was kept at this temperature until evolution of methyl chloride could no longer be detected. After cooling to 60° C., 70 ml of toluene were added. After crystallization, 50 g (75% of theory) of the abovementione... Isolated yield 3.0%. Yields the product C(C)(=O)OC[C@@H]1C=C[C@@H](O1)N1C=NC=2C(N)=NC=NC12 (5'-O-acetyl-2',3'-didehydro-2',3'-dideoxyadenosine), C(C)(=O)OC[C@@H]1CC[C@@H](O1)N1C=NC=2C(N)=NC=NC12 (5'-O-acetyl-2',3'-dideoxyadenosine), C(C)(=O)O[C@H]1[C@@H](O[C@@H](C1)COC(C)=O)N1C=NC=2C(N)=NC=NC12 (2',5'-di-O-acetyl-3'-deoxyadenosine). Procedure: To 120 ml of acetonitrile were added 1.50 g (3.62 mmols) of 9-(2,5-di-O-acetyl-3-bromo-3-deoxy-β-D-xylofuranosyl) adenine, 946 mg (1.84 mmol) of N,N'-diheptyl-4,4'-bipyridinium dibromide, 1.13 g of 10% palladium-carbon (water content, 50%) and 2.5 ml of triethylamine. The mixture was stirred for 2 hours at room temperature in a hydrogen atmosphere. The analysis by HPLC reveals that the raw material disappeared and 5'-O-acetyl-2',3'-didehydro-2',3'-dideoxyadenosine (85), 5'-O-acetyl-2',3'-dideoxy... The reagents and catalysts are [C].[Pd] (palladium-carbon). As a reaction SMILES: C(#N)C.[C:4]([O:7][C@@H:8]1[C@@H:12](Br)[C@@H:11]([CH2:14][O:15][C:16](=[O:18])[CH3:17])[O:10][C@H:9]1[N:19]1[CH:27]=[N:26][C:25]2[C:20]1=[N:21][CH:22]=[N:23][C:24]=2[NH2:28])(=[O:6])[CH3:5].[Br-].[Br-].C([N+]1C=CC(C2C=C[N+](CCCCCCC)=CC=2)=CC=1)CCCCCC.[H][H]>[C].[Pd].C(N(CC)CC)C>[C:16]([O:15][CH2:14][C@H:11]1[O:10][C@@H:9]([N:19]2[C:20]3[N:21]=[CH:22][N:23]=[C:24]([NH2:28])[C:25]=3[N:26]=[CH:27]2)[CH:8]=[CH:12]1)(=[O:18])[CH3:17].[C:16]([O:15][CH2:14][C@H:11]1[O:10][C@@H:9]([N:19]2[C:20]3[N:21]=[CH:22][N:23]=[C:24]([NH2:28])[C:25]=3[N:26]=[CH:27]2)[CH2:8][CH2:12]1)(=[O:18])[CH3:17].[C:4]([O:7][C@@H:8]1[CH2:12][C@@H:11]([CH2:14][O:15][C:16](=[O:18])[CH3:17])[O:10][C@H:9]1[N:19]1[C:20]2[N:21]=[CH:22][N:23]=[C:24]([NH2:28])[C:25]=2[N:26]=[CH:27]1)(=[O:6])[CH3:5] |f:2.3.4,6.7|. Run in C(C)N(CC)CC (triethylamine). Starting materials: C(C)#N (acetonitrile), C(C)(=O)O[C@H]1[C@@H](O[C@@H]([C@@H]1Br)COC(C)=O)N1C2=NC=NC(=C2N=C1)N (9-(2,5-di-O-acetyl-3-bromo-3-deoxy-β-D-xylofuranosyl) adenine), [Br-].[Br-].C(CCCCCC)[N+]1=CC=C(C=C1)C1=CC=[N+](C=C1)CCCCCCC (N,N'-diheptyl-4,4'-bipyridinium dibromide), raw material, [H][H] (hydrogen). Starting materials: ferric chloride, Cl (hydrochloric acid), aqueous solution, CC(=O)C (acetone), ferric chloride, Cl (hydrochloric acid), OC=1C(=C2CCC(OC2=C(C1C)C)(C)COC1=CC=C(CC2C(NC(S2)=O)=O)C=C1)C (5-[4-(6-hydroxy-2,5,7,8-tetramethylchroman-2-ylmethoxy)benzyl]-2,4-dioxothiazolidine). Solvent: O (water). Conditions: time 8 hour. Product: OC(COC1=CC=C(CC2C(NC(S2)=O)=O)C=C1)(CCC=1C(C(=C(C(C1C)=O)C)C)=O)C (5-{4-[2-Hydroxy-2-methyl-4-(3,5,6-trimethyl-1,4-benzoquinon-2-yl)butoxy]benzyl}-2,4-dioxothiazolidine). As a reaction SMILES: Cl.[OH:2][C:3]1[C:4]([CH3:32])=[C:5]2[C:10](=[C:11]([CH3:14])[C:12]=1[CH3:13])[O:9][C:8]([CH2:16][O:17][C:18]1[CH:31]=[CH:30][C:21]([CH2:22][CH:23]3[S:27][C:26](=[O:28])[NH:25][C:24]3=[O:29])=[CH:20][CH:19]=1)([CH3:15])[CH2:7][CH2:6]2.CC(C)=[O:35]>O>[OH:35][C:8]([CH3:15])([CH2:7][CH2:6][C:5]1[C:10](=[O:9])[C:11]([CH3:14])=[C:12]([CH3:13])[C:3](=[O:2])[C:4]=1[CH3:32])[CH2:16][O:17][C:18]1[CH:19]=[CH:20][C:21]([CH2:22][CH:23]2[S:27][C:26](=[O:28])[NH:25][C:24]2=[O:29])=[CH:30][CH:31]=1. Reported procedure: 15 ml of an aqueous solution of ferric chloride acidified with hydrochloric acid [a mixture of about 65% by weight of ferric chloride (FeCl3.6H2O) and about 35% by weight of concentrated hydrochloric acid] were added dropwise, whilst ice-cooling and stirring, to a solution of 6.3 g of 5-[4-(6-hydroxy-2,5,7,8-tetramethylchroman-2-ylmethoxy)benzyl]-2,4-dioxothiazolidine dissolved in 50 ml of acetone, and the resulting mixture was allowed to stand overnight at room temperature. At the end of this t...